Dataset: the Open Reaction Database (ORD), a public repository of structured organic reaction records. Task: describe an organic reaction: reactants, conditions, products, and yield Reactants: [Al+3], ClCCl, CN(C)C=O, OCc1coc2ccc(F)cc12, COC(=O)c1coc2ccc(F)cc12, [H-], [H-], [H-], [H-], [Li+], N, C1CCOC1, O=S(Cl)Cl. Yields the product Fc1ccc2occ(CCl)c2c1. RXN SMILES: [Al+3:2].[CH2:43]([Cl:44])[Cl:45].[CH3:46][N:47]([CH3:48])[CH:49]=[O:50].[F:22][c:23]1[cH:24][cH:25][c:26]2[o:27][cH:28][c:29]([CH2:30][OH:31])[c:32]2[cH:33]1.[F:7][c:8]1[cH:9][cH:10][c:11]2[c:12]([c:13]([C:16]([O:17][CH3:18])=[O:19])[cH:14][o:15]2)[cH:20]1.[H-:1].[H-:4].[H-:5].[H-:6].[Li+:3].[NH3:21].[O:38]1[CH2:39][CH2:40][CH2:41][CH2:42]1.[S:34]([Cl:35])([Cl:36])=[O:37]>>[F:7][c:8]1[cH:9][cH:10][c:11]2[c:12]([c:13]([CH2:16][Cl:36])[cH:14][o:15]2)[cH:20]1.